This data is from the Open Reaction Database (ORD), a public repository of structured organic reaction records. The task is: describe an organic reaction: reactants, conditions, products, and yield Yields the product C1(=CC=CC=C1)N1CCN(CC1)C1=NC=2C=CC=C3CCCN1C23 (5,6-Dihydro-2-(4-phenyl-1-piperazinyl)-4H-imidazo[4,5,1-ij]quinoline). Procedure: A solution of 2-chloro-5,6-dihydro-4H-imidazo[4,5,1-ij]quinoline (3.00 g) in 1-phenylpiperazine (10 ml) was stirred at 100° C., under nitrogen, for five hrs. The reaction mixture was quenched with saturated sodium bicarbonate solution (200 ml) and extracted with chloroform. The combined organic extracts were dried over anhydrous magnesium sulfate, filtered, and the filtrate was concentrated. The residue was purified by high performance liquid chromatography (silica gel; 4:1 dichloromethane-ethyl... The reactants are ClC1=NC=2C=CC=C3CCCN1C23 (2-chloro-5,6-dihydro-4H-imidazo[4,5,1-ij]quinoline), C1(=CC=CC=C1)N1CCNCC1 (1-phenylpiperazine). Yield: 45.0%. As a reaction SMILES: Cl[C:2]1[N:12]2[C:13]3[C:8]([CH2:9][CH2:10][CH2:11]2)=[CH:7][CH:6]=[CH:5][C:4]=3[N:3]=1.[C:14]1([N:20]2[CH2:25][CH2:24][NH:23][CH2:22][CH2:21]2)[CH:19]=[CH:18][CH:17]=[CH:16][CH:15]=1>>[C:14]1([N:20]2[CH2:25][CH2:24][N:23]([C:2]3[N:12]4[C:13]5[C:8]([CH2:9][CH2:10][CH2:11]4)=[CH:7][CH:6]=[CH:5][C:4]=5[N:3]=3)[CH2:22][CH2:21]2)[CH:19]=[CH:18][CH:17]=[CH:16][CH:15]=1. Starting materials: C[N+]1([O-])CCOCC1, CC#N, CCOc1ccc(-c2nc(CCl)cs2)cc1OCC. The product is CCOc1ccc(-c2nc(C=O)cs2)cc1OCC. As a reaction SMILES: [CH3:1][N+:2]1([O-:3])[CH2:4][CH2:6][O:5][CH2:7][CH2:8]1.[CH3:28][C:29]#[N:30].[Cl:9][CH2:10][c:11]1[n:12][c:13](-[c:16]2[cH:17][c:18]([O:25][CH2:26][CH3:27])[c:19]([O:22][CH2:23][CH3:24])[cH:20][cH:21]2)[s:14][cH:15]1>>[O:5]=[CH:10][c:11]1[n:12][c:13](-[c:16]2[cH:17][c:18]([O:25][CH2:26][CH3:27])[c:19]([O:22][CH2:23][CH3:24])[cH:20][cH:21]2)[s:14][cH:15]1. Starting materials: CCN(C(C)C)C(C)C, CN(C)C=O, [Cl-], COC(=O)c1nc2ccc(Cl)nn2n1, [Na+], O, NCCCN1CCC(OC(c2ccccc2)c2ccccc2)CC1. The product is COC(=O)c1nc2ccc(NCCCN3CCC(OC(c4ccccc4)c4ccccc4)CC3)nn2n1. RXN SMILES: [CH2:39]([N:40]([CH:41]([CH3:42])[CH3:43])[CH:44]([CH3:45])[CH3:46])[CH3:47].[CH3:50][N:51]([CH3:52])[CH:53]=[O:54].[Cl-:49].[Cl:1][c:2]1[cH:3][cH:4][c:5]2[n:6]([n:7]1)[n:8][c:9]([C:11](=[O:12])[O:13][CH3:14])[n:10]2.[Na+:48].[OH2:55].[c:15]1([CH:21]([O:22][CH:23]2[CH2:24][CH2:25][N:26]([CH2:29][CH2:30][CH2:31][NH2:32])[CH2:27][CH2:28]2)[c:33]2[cH:34][cH:35][cH:36][cH:37][cH:38]2)[cH:16][cH:17][cH:18][cH:19][cH:20]1>>[c:2]1([NH:32][CH2:31][CH2:30][CH2:29][N:26]2[CH2:25][CH2:24][CH:23]([O:22][CH:21]([c:15]3[cH:16][cH:17][cH:18][cH:19][cH:20]3)[c:33]3[cH:34][cH:35][cH:36][cH:37][cH:38]3)[CH2:28][CH2:27]2)[cH:3][cH:4][c:5]2[n:6]([n:7]1)[n:8][c:9]([C:11](=[O:12])[O:13][CH3:14])[n:10]2. Reactants: [Li+].C[Si](C)(C)[N-][Si](C)(C)C (LiHMDS), FC1=CC=C(C=C1)N1N=CC2=CC3=C(C=C12)CCCC(C3)=O (1-(4-fluorophenyl)-5,7,8,9-tetrahydrocyclohepta[f]indazol-6(1H)-one), N1=C(C=CC=C1)C=O (picolinaldehyde). The solvent is C1CCOC1 (THF). Reaction conditions: temperature -60 celsius. Yields the product FC1=CC=C(C=C1)N1N=CC2=CC\3=C(C=C12)CCCC(/C3=C/C3=NC=CC=C3)=O ((E)-1-(4-fluorophenyl)-5-(pyridin-2-ylmethylene)-5,7,8,9-tetrahydrocyclohepta[f]indazol-6(1H)-one). Yield: 79.7%. As a reaction SMILES: [F:1][C:2]1[CH:7]=[CH:6][C:5]([N:8]2[C:16]3[C:11](=[CH:12][C:13]4[CH2:21][C:20](=[O:22])[CH2:19][CH2:18][CH2:17][C:14]=4[CH:15]=3)[CH:10]=[N:9]2)=[CH:4][CH:3]=1.[Li+].C[Si]([N-][Si](C)(C)C)(C)C.[N:33]1[CH:38]=[CH:37][CH:36]=[CH:35][C:34]=1[CH:39]=O>C1COCC1>[F:1][C:2]1[CH:3]=[CH:4][C:5]([N:8]2[C:16]3[C:11](=[CH:12][C:13]4=[C:14]([CH2:17][CH2:18][CH2:19][C:20](=[O:22])/[C:21]/4=[CH:39]/[C:34]4[CH:35]=[CH:36][CH:37]=[CH:38][N:33]=4)[CH:15]=3)[CH:10]=[N:9]2)=[CH:6][CH:7]=1 |f:1.2|. Procedure details: A 3 neck round bottom flask with stir bar, nitrogen line and thermometer was charged with 1-(4-fluorophenyl)-5,7,8,9-tetrahydrocyclohepta[f]indazol-6 (1H)-one (6, R1=4-Fluorophenyl) (0.500 g, 1.699 mmol) and THF (15 mL). The solution was cooled to about −60° C. then LiHMDS (1M in THF, 2.0 mL, 2.0 mmol) was added. After complete addition the mixture was removed from the cold bath and allowed to warm to about 0° C. The mixture was cooled to about −65° C. then picolinaldehyde (0.546 g, 5.10 mmol) w...